This data is from the Open Reaction Database (ORD), a public repository of structured organic reaction records. The task is: describe an organic reaction: reactants, conditions, products, and yield The reactants are Cc1ccc(NC(=O)c2cc(OC(C)C)cc3oc(Br)cc23)nc1, C=C(C)B(O)O, O=C([O-])[O-], CC#N, [Na+], [Na+], Cl[Pd]Cl, c1ccc(P(c2ccccc2)c2ccccc2)cc1, c1ccc(P(c2ccccc2)c2ccccc2)cc1. Yields the product C=C(C)c1cc2c(C(=O)Nc3ccc(C)cn3)cc(OC(C)C)cc2o1. Reaction SMILES: [Br:1][c:2]1[o:3][c:4]2[c:5]([cH:6]1)[c:7]([C:15](=[O:16])[NH:17][c:18]1[n:19][cH:20][c:21]([CH3:24])[cH:22][cH:23]1)[cH:8][c:9]([O:11][CH:12]([CH3:13])[CH3:14])[cH:10]2.[C:25](=[CH2:26])([CH3:27])[B:28]([OH:29])[OH:30].[C:31](=[O:32])([O-:33])[O-:34].[CH3:37][C:38]#[N:39].[Na+:35].[Na+:36].[Pd:40]([Cl:41])[Cl:42].[c:43]1([P:44]([c:45]2[cH:46][cH:47][cH:48][cH:49][cH:50]2)[c:51]2[cH:52][cH:53][cH:54][cH:55][cH:56]2)[cH:57][cH:58][cH:59][cH:60][cH:61]1.[c:62]1([P:63]([c:64]2[cH:65][cH:66][cH:67][cH:68][cH:69]2)[c:70]2[cH:71][cH:72][cH:73][cH:74][cH:75]2)[cH:76][cH:77][cH:78][cH:79][cH:80]1>>[c:2]1([C:25](=[CH2:26])[CH3:27])[o:3][c:4]2[c:5]([cH:6]1)[c:7]([C:15](=[O:16])[NH:17][c:18]1[n:19][cH:20][c:21]([CH3:24])[cH:22][cH:23]1)[cH:8][c:9]([O:11][CH:12]([CH3:13])[CH3:14])[cH:10]2. Reaction SMILES: [Br:2][c:3]1[cH:4][cH:5][n:6][cH:7][cH:8]1.[CH2:11]([Li:12])[CH2:13][CH2:14][CH3:15].[CH3:16][O:17][c:18]1[cH:19][c:20]2[c:25]([cH:26][cH:27]1)[C:24](=[O:28])[CH2:23][CH2:22][CH2:21]2.[CH3:31][CH2:32][CH2:33][CH2:34][CH2:35][CH3:36].[CH3:42][CH2:43][O:44][CH2:45][CH3:46].[Cl-:29].[ClH:1].[NH4+:30].[Na+:10].[O:37]1[CH2:38][CH2:39][CH2:40][CH2:41]1.[OH-:9]>>[c:3]1([C:24]2([OH:28])[CH2:23][CH2:22][CH2:21][c:20]3[cH:19][c:18]([O:17][CH3:16])[cH:27][cH:26][c:25]32)[cH:4][cH:5][n:6][cH:7][cH:8]1. Reactants: Brc1ccncc1, [Li]CCCC, COc1ccc2c(c1)CCCC2=O, CCCCCC, CCOCC, [Cl-], Cl, [NH4+], [Na+], C1CCOC1, [OH-]. The product is COc1ccc2c(c1)CCCC2(O)c1ccncc1. Starting materials: COc1ccc(CN(C(=O)OC(C)(C)C)c2ccc(C(O)c3c[nH]c4ncc(Cl)cc34)cn2)cn1, ClCCl. The product is COc1ccc(CN(C(=O)OC(C)(C)C)c2ccc(C(=O)c3c[nH]c4ncc(Cl)cc34)cn2)cn1. As a reaction SMILES: [C:1]([CH3:2])([CH3:3])([CH3:4])[O:5][C:6]([N:7]([CH2:8][c:9]1[cH:10][n:11][c:12]([O:15][CH3:16])[cH:13][cH:14]1)[c:17]1[n:18][cH:19][c:20]([CH:23]([OH:24])[c:25]2[cH:26][nH:27][c:28]3[n:29][cH:30][c:31]([Cl:34])[cH:32][c:33]23)[cH:21][cH:22]1)=[O:35].[Cl:36][CH2:37][Cl:38]>>[C:1]([CH3:2])([CH3:3])([CH3:4])[O:5][C:6]([N:7]([CH2:8][c:9]1[cH:10][n:11][c:12]([O:15][CH3:16])[cH:13][cH:14]1)[c:17]1[n:18][cH:19][c:20]([C:23](=[O:24])[c:25]2[cH:26][nH:27][c:28]3[n:29][cH:30][c:31]([Cl:34])[cH:32][c:33]23)[cH:21][cH:22]1)=[O:35]. The reactants are CO[C@@H]1[C@@H](CC(OC(C2=CC=C(C=C2)[N+](=O)[O-])=O)O[C@H]1C)NC(C(F)(F)F)=O (4-O-methyl-1-O-p-nitrobenzoyl-2,3,6-trideoxy-3-trifluoroacetamido-L-ribohexopyranose), Cl (hydrogen chloride). Yields the product CO[C@H]1[C@H](CC(O[C@@H]1C)Cl)NC(C(F)(F)F)=O (4-O-methyl-2,3,6-trideoxy-3-trifluoracetamido-ribohexopyranosyl chloride). The yield is 100.0%. The solvent is C(Cl)Cl (methylene dichloride). As a reaction SMILES: [CH3:1][O:2][C@H:3]1[C@H:20]([CH3:21])[O:19][CH:6](OC(=O)C2C=CC([N+]([O-])=O)=CC=2)[CH2:5][C@H:4]1[NH:22][C:23](=[O:28])[C:24]([F:27])([F:26])[F:25].[ClH:29]>C(Cl)Cl>[CH3:1][O:2][C@@H:3]1[C@@H:20]([CH3:21])[O:19][CH:6]([Cl:29])[CH2:5][C@@H:4]1[NH:22][C:23](=[O:28])[C:24]([F:27])([F:26])[F:25]. Reported procedure: A solution of 1.76 g; 4.34 mmol of compound VIII in 48 ml of anhydrous methylene dichloride was saturated at 0° C. with anhydrous hydrogen chloride. The resulting precipitate of p-nitrobenzoic acid was filtered off under anhydrous conditions and the filtrate was evaporated to give a residue of 1.2 g (yield 100%) of 4-O-methyl-2,3,6-trideoxy-3-trifluoroacetamido-L-ribohexopyranosyl chloride (III). Reactants: BrC1=CC=C(C=C1)C1O[C@H]([C@@H](O1)C(=O)OCCCC)C(=O)OCCCC (dibutyl (4R,5R)-2-(4-bromophenyl)-1,3-dioxolane-4,5-dicarboxylate), C(CCC)[Li] (butyllithium), C(CC)[C@@H]1CC[C@H](CC1)C1=CC=C(C=C1)C#C (4-(trans-4-propylcyclohexyl)phenylacetylene). Reagents/catalysts: [Cl-].[Zn+2].[Cl-] (zinc chloride), C1=CC=C(C=C1)P(C2=CC=CC=C2)C3=CC=CC=C3.C1=CC=C(C=C1)P(C2=CC=CC=C2)C3=CC=CC=C3.C1=CC=C(C=C1)P(C2=CC=CC=C2)C3=CC=CC=C3.C1=CC=C(C=C1)P(C2=CC=CC=C2)C3=CC=CC=C3.[Pd] (tetrakis(triphenylphosphine) palladium(O)). Solvent: O1CCCC1 (tetrahydrofuran), CCOCC (ether), CCCCCC (hexane), O1CCCC1 (tetrahydrofuran). Conditions: temperature 60 celsius. Yields the product C(CC)[C@@H]1CC[C@H](CC1)C1=CC=C(C=C1)C#CC1=CC=C(C=C1)C1O[C@H]([C@@H](O1)C(=O)OCCCC)C(=O)OCCCC (dibutyl (4R,5R)-2-{4-[4-(trans-4-propylcyclohexyl)phenylethynyl]phenyl}-1,3-dioxolane-4,5-dicarboxylate). Yield: 18.1%. As a reaction SMILES: C([Li])CCC.[CH2:6]([C@H:9]1[CH2:14][CH2:13][C@H:12]([C:15]2[CH:20]=[CH:19][C:18]([C:21]#[CH:22])=[CH:17][CH:16]=2)[CH2:11][CH2:10]1)[CH2:7][CH3:8].Br[C:24]1[CH:29]=[CH:28][C:27]([CH:30]2[O:34][C@@H:33]([C:35]([O:37][CH2:38][CH2:39][CH2:40][CH3:41])=[O:36])[C@H:32]([C:42]([O:44][CH2:45][CH2:46][CH2:47][CH3:48])=[O:43])[O:31]2)=[CH:26][CH:25]=1>CCCCCC.O1CCCC1.CCOCC.[Cl-].[Zn+2].[Cl-].C1C=CC(P(C2C=CC=CC=2)C2C=CC=CC=2)=CC=1.C1C=CC(P(C2C=CC=CC=2)C2C=CC=CC=2)=CC=1.C1C=CC(P(C2C=CC=CC=2)C2C=CC=CC=2)=CC=1.C1C=CC(P(C2C=CC=CC=2)C2C=CC=CC=2)=CC=1.[Pd]>[CH2:6]([C@H:9]1[CH2:14][CH2:13][C@H:12]([C:15]2[CH:16]=[CH:17][C:18]([C:21]#[C:22][C:24]3[CH:29]=[CH:28][C:27]([CH:30]4[O:34][C@@H:33]([C:35]([O:37][CH2:38][CH2:39][CH2:40][CH3:41])=[O:36])[C@H:32]([C:42]([O:44][CH2:45][CH2:46][CH2:47][CH3:48])=[O:43])[O:31]4)=[CH:26][CH:25]=3)=[CH:19][CH:20]=2)[CH2:11][CH2:10]1)[CH2:7][CH3:8] |f:6.7.8,9.10.11.12.13|. Procedure details: 1.45 ml of an about 1.6M butyllithium solution in hexane were added dropwise at -50° C. to a solution of 0.5 g of 4-(trans-4-propylcyclohexyl)phenylacetylene in 5 ml of dry tetrahydrofuran and the mixture was left to react at this temperature for 30 min. Then, 4.4 ml of a 1M zinc chloride solution in ether were added dropwise, the cooling bath was removed and the mixture was left to react for 30 minutes. Thereupon, the mixture was cooled to 0° C. and at this temperature a solution of 0.95 g of d... Reactants: [BH4-], O=Cc1ccc2ncccc2c1OCc1ccccc1, CO, [Na+]. Yields the product OCc1ccc2ncccc2c1OCc1ccccc1. RXN SMILES: [BH4-:21].[CH2:1]([c:2]1[cH:3][cH:4][cH:5][cH:6][cH:7]1)[O:8][c:9]1[c:10]2[cH:11][cH:12][cH:13][n:14][c:15]2[cH:16][cH:17][c:18]1[CH:19]=[O:20].[CH3:23][OH:24].[Na+:22]>>[CH2:1]([c:2]1[cH:3][cH:4][cH:5][cH:6][cH:7]1)[O:8][c:9]1[c:10]2[cH:11][cH:12][cH:13][n:14][c:15]2[cH:16][cH:17][c:18]1[CH2:19][OH:20]. The reactants are CN(C)C=O, ICCOC1CCCCO1, [Na+], [OH-], COC(=O)c1cc2ccccc2[nH]1. The product is COC(=O)c1cc2ccccc2n1CCOC1CCCCO1. RXN SMILES: [CH3:26][N:27]([CH3:28])[CH:29]=[O:30].[I:16][CH2:17][CH2:18][O:19][CH:20]1[O:21][CH2:22][CH2:23][CH2:24][CH2:25]1.[Na+:15].[OH-:14].[nH:1]1[c:2]([C:10](=[O:11])[O:12][CH3:13])[cH:3][c:4]2[cH:5][cH:6][cH:7][cH:8][c:9]12>>[n:1]1([CH2:17][CH2:18][O:19][CH:20]2[O:21][CH2:22][CH2:23][CH2:24][CH2:25]2)[c:2]([C:10](=[O:11])[O:12][CH3:13])[cH:3][c:4]2[cH:5][cH:6][cH:7][cH:8][c:9]12.